This data is from the Open Reaction Database (ORD), a public repository of structured organic reaction records. The task is: describe an organic reaction: reactants, conditions, products, and yield Reactants: ( 9 ), FC(C(=O)O)(F)F.FC(C(=O)O)(F)F.FC(C(=O)O)(F)F.CC1=NC2=CC=CC=C2C(=C1)COC1=CC=C(C(=O)NCC2(C(NC(NC2=O)=O)=O)N2CCNCC2)C=C1 (4-[(2-Methyl-4-quinolinyl)methoxy]-N-{[2,4,6-trioxo-5-(1-piperazinyl)hexahydro-5-pyrimidinyl]methyl}benzamide tris(trifluoroacetate)), N1=CC(=CC=C1)C=O (3-pyridine-carboxaldehyde). Product: CC1=NC2=CC=CC=C2C(=C1)COC1=CC=C(C(=O)NCC2(C(NC(NC2=O)=O)=O)N2CCN(CC2)CC=2C=NC=CC2)C=C1 (4-(2-Methyl-quinolin-4-ylmethoxy)-N-[2,4,6-trioxo-5-(4-pyridin-3-ylmethyl-piperazin-1-yl)-hexahydro-pyrimidin-5-ylmethyl]-benzamide). Isolated yield 51.0%. As a reaction SMILES: FC(F)(F)C(O)=O.FC(F)(F)C(O)=O.FC(F)(F)C(O)=O.[CH3:22][C:23]1[CH:32]=[C:31]([CH2:33][O:34][C:35]2[CH:59]=[CH:58][C:38]([C:39]([NH:41][CH2:42][C:43]3([N:52]4[CH2:57][CH2:56][NH:55][CH2:54][CH2:53]4)[C:48](=[O:49])[NH:47][C:46](=[O:50])[NH:45][C:44]3=[O:51])=[O:40])=[CH:37][CH:36]=2)[C:30]2[C:25](=[CH:26][CH:27]=[CH:28][CH:29]=2)[N:24]=1.[N:60]1[CH:65]=[CH:64][CH:63]=[C:62]([CH:66]=O)[CH:61]=1>>[CH3:22][C:23]1[CH:32]=[C:31]([CH2:33][O:34][C:35]2[CH:36]=[CH:37][C:38]([C:39]([NH:41][CH2:42][C:43]3([N:52]4[CH2:53][CH2:54][N:55]([CH2:66][C:62]5[CH:61]=[N:60][CH:65]=[CH:64][CH:63]=5)[CH2:56][CH2:57]4)[C:44](=[O:51])[NH:45][C:46](=[O:50])[NH:47][C:48]3=[O:49])=[O:40])=[CH:58][CH:59]=2)[C:30]2[C:25](=[CH:26][CH:27]=[CH:28][CH:29]=2)[N:24]=1 |f:0.1.2.3|. Procedure details: Following the procedure analogous to that used in reaction (9), the compound from Example 8 was reacted with 3-pyridine-carboxaldehyde for 2 days to provide the title compound (7.6 mg, 51%). MS found: (M+H)+=608.4.